This data is from the Open Reaction Database (ORD), a public repository of structured organic reaction records. The task is: describe an organic reaction: reactants, conditions, products, and yield Isolated yield 43.2%. Yields the product C(=O)(OCC1=CC=CC=C1)NNCC(OC)OC (1-CBZ-2-(2,2-dimethoxyethyl)-hydrazine). Run at temperature 23 celsius, time 18 hour. Procedure: Aminoacetaldehyde dimethyl acetal (0.430 g, 3.95 mmol) was added to a solution of N-CBZ-3-phenyl-oxaziridine (1.11 g, 4.35 mmol) (prepared as described in Tetrahedron Let. 1993, 6859, the disclosure of which is entirely incorporated herein by reference) in CH2Cl2 (20 mL) at 23° C. The resulting yellow solution was stirred at 23° C. for 18 h, and it then was concentrated under reduced pressure. Purification of the residue by flash column chromatography (3% CH3OH/CH2Cl2) provided 1-CBZ-2-(2,2-dime... RXN SMILES: [CH3:1][O:2][CH:3]([O:6][CH3:7])[CH2:4][NH2:5].[C:8]([N:18]1C(C2C=CC=CC=2)O1)([O:10][CH2:11][C:12]1[CH:17]=[CH:16][CH:15]=[CH:14][CH:13]=1)=[O:9]>C(Cl)Cl>[C:8]([NH:18][NH:5][CH2:4][CH:3]([O:6][CH3:7])[O:2][CH3:1])([O:10][CH2:11][C:12]1[CH:13]=[CH:14][CH:15]=[CH:16][CH:17]=1)=[O:9]. Reactants: COC(CN)OC (Aminoacetaldehyde dimethyl acetal), C(=O)(OCC1=CC=CC=C1)N1OC1C1=CC=CC=C1 (N-CBZ-3-phenyl-oxaziridine). The solvent is C(Cl)Cl (CH2Cl2). The reactants are CC(C)(C)c1ccc(S(=O)(=O)N2Cc3ccc(C(F)(F)F)nc3Nc3ccc(C=O)cc32)cc1, C1COCCN1, CCO, [Na+], O=C([O-])O. Yields the product CC(C)(C)c1ccc(S(=O)(=O)N2Cc3ccc(C(F)(F)F)nc3Nc3ccc(CN4CCOCC4)cc32)cc1. As a reaction SMILES: [C:1]([CH3:2])([CH3:3])([CH3:4])[c:5]1[cH:6][cH:7][c:8]([S:11](=[O:12])(=[O:13])[N:14]2[CH2:15][c:16]3[c:17]([n:27][c:28]([C:31]([F:32])([F:33])[F:34])[cH:29][cH:30]3)[NH:18][c:19]3[c:20]2[cH:21][c:22]([CH:25]=[O:26])[cH:23][cH:24]3)[cH:9][cH:10]1.[CH2:35]1[CH2:36][O:37][CH2:38][CH2:39][NH:40]1.[CH3:41][CH2:42][OH:43].[Na+:48].[O-:44][C:45]([OH:46])=[O:47]>>[C:1]([CH3:2])([CH3:3])([CH3:4])[c:5]1[cH:6][cH:7][c:8]([S:11](=[O:12])(=[O:13])[N:14]2[CH2:15][c:16]3[c:17]([n:27][c:28]([C:31]([F:32])([F:33])[F:34])[cH:29][cH:30]3)[NH:18][c:19]3[c:20]2[cH:21][c:22]([CH2:25][N:40]2[CH2:35][CH2:36][O:37][CH2:38][CH2:39]2)[cH:23][cH:24]3)[cH:9][cH:10]1. The reactants are solid, BrC1=CC(=CC=2C=C3N(C12)CCCNC3=O)C#N (7-bromo-1-oxo-2,3,4,5-tetrahydro-[1,4]diazepino[1,2-a]indole-9-carbonitrile), BrC1=CC(=CC=2C=C3N(C12)CCCNC3=O)C#N (7-bromo-1-oxo-2,3,4,5-tetrahydro-[1,4]diazepino[1,2-a]indole-9-carbonitrile), ClC1=C(C=CC(=C1)Cl)B(O)O (2,4-dichloro-phenylboronic acid). Procedure details: The title compound, white solid (84 mg, 91%), MS (ISP) m/z=370.4 [(M+H)+], mp 253° C., was prepared in accordance with the general method of example 1 from 7-bromo-1-oxo-2,3,4,5-tetrahydro-[1,4]diazepino[1,2-a]indole-9-carbonitrile (intermediate 20) (76.0 mg, 0.25 mmol) and commercially available 2,4-dichloro-phenylboronic acid (62.0 mg, 0.325 mmol). Yields the product ClC1=C(C=CC(=C1)Cl)C1=CC(=CC=2C=C3N(C12)CCCNC3=O)C#N (7-(2,4-Dichlorophenyl)-1-oxo-2,3,4,5-tetrahydro-[1,4]diazepino[1,2-a]indole-9-carbonitrile). RXN SMILES: Br[C:2]1[C:10]2[N:9]3[CH2:11][CH2:12][CH2:13][NH:14][C:15](=[O:16])[C:8]3=[CH:7][C:6]=2[CH:5]=[C:4]([C:17]#[N:18])[CH:3]=1.[Cl:19][C:20]1[CH:25]=[C:24]([Cl:26])[CH:23]=[CH:22][C:21]=1B(O)O>>[Cl:19][C:20]1[CH:25]=[C:24]([Cl:26])[CH:23]=[CH:22][C:21]=1[C:2]1[C:10]2[N:9]3[CH2:11][CH2:12][CH2:13][NH:14][C:15](=[O:16])[C:8]3=[CH:7][C:6]=2[CH:5]=[C:4]([C:17]#[N:18])[CH:3]=1. The reactants are [H-].[Na+] (NaH), C(C)(C)(C)OC(=O)N1CC2=CC=CC=C2C[C@H]1CO ((S)-N-tert-Butyloxycarbonyl-3-hydroxymethyl-1,2,3,4-tetrahydroisoquinoline), O1CCCC1 (tetrahydrofuran), CN=C=S (MeNCS). The solvent is [Cl-].[Na+].O (Brine). Reaction conditions: time 30 minute. Yields the product C(C)(C)(C)OC(=O)N1CC2=CC=CC=C2C[C@H]1C(OC(N)=S)C ((S)-N-tert-butyloxycarbonyl-3-(-Methyl-thiocarbamoyloxymethyl)-1,2,3,4tetrahydroisoquinoline). Isolated yield 81.8%. As a reaction SMILES: [C:1]([O:5][C:6]([N:8]1[C@H:17]([CH2:18][OH:19])[CH2:16][C:15]2[C:10](=[CH:11][CH:12]=[CH:13][CH:14]=2)[CH2:9]1)=[O:7])([CH3:4])([CH3:3])[CH3:2].[H-].[Na+].C[N:23]=[C:24]=[S:25].O1CCC[CH2:27]1>[Cl-].[Na+].O>[C:1]([O:5][C:6]([N:8]1[C@H:17]([CH:18]([CH3:27])[O:19][C:24](=[S:25])[NH2:23])[CH2:16][C:15]2[C:10](=[CH:11][CH:12]=[CH:13][CH:14]=2)[CH2:9]1)=[O:7])([CH3:4])([CH3:3])[CH3:2] |f:1.2,5.6.7|. Procedure details: To 50 mL dichloromethane solution containing (S)-3-hydroxymethy-1,2,3,4-tetrahydroisoquinoline (4.53 g, 27.75 mmol) was added di-tert-butyl dicarbonate (5.45 g, 25.0 mmol, 0.9 eq) and the reaction mixture was stirred for 2 hours until no gas bubbling was observed. The reaction mixture was washed with 0.5 N HCl (50 mL) followed by brine (50 mL) to remove the residual starting material. After drying wth MgSO4 and filtration the, dichloromethane mixture was evaporated to yield crude (S)-N-tert-Buty... Starting materials: C(C)OC(=O)NC=1C=CC2=C(C=C(O2)C2=CC=CC=C2)C1 (5-ethoxycarbonylamino-2-phenylbenzofuran), COC[C@@H]1OC(OC1)=O (4(S)-methoxymethyl-1,3-dioxolan-2-one). The product is C1(=CC=CC=C1)C=1OC2=C(C1)C=C(C=C2)N2C(O[C@H](C2)COC)=O (3-[2-Phenylbenzofuran-5-yl]-5(R)-methoxymethyloxazolidin-2-one). As a reaction SMILES: [CH2:1]([O:3][C:4]([NH:6][C:7]1[CH:8]=[CH:9][C:10]2[O:14][C:13]([C:15]3[CH:20]=[CH:19][CH:18]=[CH:17][CH:16]=3)=[CH:12][C:11]=2[CH:21]=1)=[O:5])[CH3:2].[CH3:22][O:23][CH2:24][C@H]1COC(=O)O1>>[C:15]1([C:13]2[O:14][C:10]3[CH:9]=[CH:8][C:7]([N:6]4[CH2:2][C@H:1]([CH2:22][O:23][CH3:24])[O:3][C:4]4=[O:5])=[CH:21][C:11]=3[CH:12]=2)[CH:20]=[CH:19][CH:18]=[CH:17][CH:16]=1. Procedure details: 3.1 g (11 mmol) of 5-ethoxycarbonylamino-2-phenylbenzofuran are treated with 4(S)-methoxymethyl-1,3-dioxolan-2-one under the conditions described in step 4 of Example 1. 2.5 g of product are obtained. Melting point: 178.5-179.3° C. Starting materials: BrC=1C=C(C=CC1F)C1=CC(=NN1C1=CC(=CC=C1)Cl)C(=O)OCC (Ethyl 5-(3-bromo-4-fluorophenyl)-1-(3-chlorophenyl)-1H-pyrazole-3-carboxylate), ClC=1C=C(C=CC1)N1N=C(C=C1C1=CC(=C(C=C1)F)C(F)(F)F)C(=O)O (1-(3-Chlorophenyl)-5-[4-fluoro-3-(trifluoromethyl)phenyl]-1H-pyrazole-3-carboxylic acid). Product: BrC=1C=C(C=CC1F)C1=CC(=NN1C1=CC(=CC=C1)Cl)C(=O)O (5-(3-Bromo-4-fluorophenyl)-1-(3-chlorophenyl)-1H-pyrazole-3-carboxylic acid). RXN SMILES: [Br:1][C:2]1[CH:3]=[C:4]([C:9]2[N:13]([C:14]3[CH:19]=[CH:18][CH:17]=[C:16]([Cl:20])[CH:15]=3)[N:12]=[C:11]([C:21]([O:23]CC)=[O:22])[CH:10]=2)[CH:5]=[CH:6][C:7]=1[F:8].ClC1C=C(N2C(C3C=CC(F)=C(C(F)(F)F)C=3)=CC(C(O)=O)=N2)C=CC=1>>[Br:1][C:2]1[CH:3]=[C:4]([C:9]2[N:13]([C:14]3[CH:19]=[CH:18][CH:17]=[C:16]([Cl:20])[CH:15]=3)[N:12]=[C:11]([C:21]([OH:23])=[O:22])[CH:10]=2)[CH:5]=[CH:6][C:7]=1[F:8]. Procedure: The preparation of the title compound takes place starting from the compound of Example 34A in analogy to the synthesis of the compound of Example 77A. 3.30 g (98% of theory) of the title compound are obtained.